describe an organic reaction: reactants, conditions, products, and yield From a dataset of the Open Reaction Database (ORD), a public repository of structured organic reaction records. The reactants are FC1=C(C(=O)O)C(=CC(=C1F)C)[N+](=O)[O-] (2,3-difluoro-4-methyl-6-nitrobenzoic acid), C[Si]([O-])(C)C.[K+] (potassium trimethylsilanolate), [Si](C)(C)(C)O[K] (TMSOK), FC1=C(C(=O)O)C(=CC(=C1F)C)[N+](=O)[O-] (2,3-difluoro-4-methyl-6-nitrobenzoic acid). The solvent is CC1CCCO1 (2-MeTHF), CC1OCCC1 (2-methyl tetrahydrofuran). Run at temperature 22.5 celsius. Yields the product FC1=C(C(=O)O)C(=CC(=C1O)C)[N+](=O)[O-] (2-fluoro-3-hydroxy-4-methyl-6-nitrobenzoic acid). Yield: 89.9%. As a reaction SMILES: C[Si](C)(C)[O-:3].[K+].[F:7][C:8]1[C:16](F)=[C:15]([CH3:18])[CH:14]=[C:13]([N+:19]([O-:21])=[O:20])[C:9]=1[C:10]([OH:12])=[O:11]>CC1OCCC1>[F:7][C:8]1[C:16]([OH:3])=[C:15]([CH3:18])[CH:14]=[C:13]([N+:19]([O-:21])=[O:20])[C:9]=1[C:10]([OH:12])=[O:11] |f:0.1|. Procedure: To a 500 mL glass reactor equipped with mechanical stirrer, addition funnel, thermocouple, reflux condenser and nitrogen inlet is charged potassium trimethylsilanolate (TMSOK, 61.2 g, 0.48 mol, 3.2 eq) and 2-methyl tetrahydrofuran (240 mL) to form a suspension. The suspension is stirred at 20-25° C. 2,3-difluoro-4-methyl-6-nitrobenzoic acid (32.5 g, 0.15 mol, 1 eq) is dissolved in 2-MeTHF (75 mL). To the TMSOK suspension, the solution of 2,3-difluoro-4-methyl-6-nitrobenzoic acid is added. The ad... Reactants: [Cr](=O)(=O)([O-])Cl.[NH+]1=CC=CC=C1 (pyridinium chlorochromate), COC1=CC=C(C=C1)CCCO (3-(4-methoxyphenyl)-1-propanol), C(C)OCC (diethyl ether). Run in ClCCl (dichloromethane), ClCCl (dichloromethane). The product is COC1=CC=C(C=C1)CCC=O (3-(4-methoxyphenyl)-propanal). Isolated yield 51.8%. RXN SMILES: [CH3:1][O:2][C:3]1[CH:8]=[CH:7][C:6]([CH2:9][CH2:10][CH2:11][OH:12])=[CH:5][CH:4]=1.[Cr](Cl)([O-])(=O)=O.[NH+]1C=CC=CC=1.C(OCC)C>ClCCl>[CH3:1][O:2][C:3]1[CH:8]=[CH:7][C:6]([CH2:9][CH2:10][CH:11]=[O:12])=[CH:5][CH:4]=1 |f:1.2|. Procedure: 2.34 g (14.10 mmoles) of 3-(4-methoxyphenyl)-1-propanol were dissolved in 20 ml of dry dichloromethane and slowly added to a suspension of 4.56 g (21.15 mmoles) of pyridinium chlorochromate in 25 ml of dichloromethane. Once the reaction was completed, which was followed by thin layer chromatography, 3 ml of diethyl ether were added in portions and the mixture was filtered over celite. The ether phase was washed three times with water and left to dry over anhydrous sodium sulphate for an entire n...